From a dataset of the Open Reaction Database (ORD), a public repository of structured organic reaction records. describe an organic reaction: reactants, conditions, products, and yield Reactants: COC(C1=C(C=CC(=C1)S(=O)(=O)C)N1N=CC(=C1)C)=O (5-Methanesulfonyl-2-(4-methyl-pyrazol-1-yl)-benzoic acid methyl ester), [OH-].[Li+] (lithium hydroxide). Run in C1CCOC1 (THF), O (water). Conditions: time 2 hour. Product: CS(=O)(=O)C=1C=CC(=C(C(=O)O)C1)N1N=CC(=C1)C (5-Methanesulfonyl-2-(4-methyl-pyrazol-1-yl)-benzoic acid). Reaction SMILES: C[O:2][C:3](=[O:20])[C:4]1[CH:9]=[C:8]([S:10]([CH3:13])(=[O:12])=[O:11])[CH:7]=[CH:6][C:5]=1[N:14]1[CH:18]=[C:17]([CH3:19])[CH:16]=[N:15]1.[OH-].[Li+]>C1COCC1.O>[CH3:13][S:10]([C:8]1[CH:7]=[CH:6][C:5]([N:14]2[CH:18]=[C:17]([CH3:19])[CH:16]=[N:15]2)=[C:4]([CH:9]=1)[C:3]([OH:20])=[O:2])(=[O:11])=[O:12] |f:1.2|. Procedure details: To 2.08 mmol 5-Methanesulfonyl-2-(4-methyl-pyrazol-1-yl)-benzoic acid methyl ester in 2.2 ml THF and 2.2 ml water was added 3.12 mmol lithium hydroxide and the reaction mixture was stirred at RT for 2 hours. After such time the solvent was removed in vacuo, the residue was taken in water and acidified by addition of 3N HCl to yield after filtration the title compound as a white solid (88%). MS (m/e): 279.1 ([M−H], 100%). Reactants: CC=1N(C=CN1)C1=CC=C(C=O)C=C1 (4-(2-methyl-1-imidazolyl)-benzaldehyde), [N+](=O)([O-])CC (nitroethane), NCCC(=O)O (β-alanine). Run in C(CCC)O (n-butanol). Yields the product CC=1N(C=CN1)C1=CC=C(C=C1)C=C(C)[N+](=O)[O-] (2-methyl-1[4-(2-nitro-1-propenyl)-phenyl]-imidazole). As a reaction SMILES: [CH3:1][C:2]1[N:3]([C:7]2[CH:14]=[CH:13][C:10]([CH:11]=O)=[CH:9][CH:8]=2)[CH:4]=[CH:5][N:6]=1.[N+:15]([CH2:18][CH3:19])([O-:17])=[O:16].NCCC(O)=O>C(O)CCC>[CH3:1][C:2]1[N:3]([C:7]2[CH:14]=[CH:13][C:10]([CH:11]=[C:18]([N+:15]([O-:17])=[O:16])[CH3:19])=[CH:9][CH:8]=2)[CH:4]=[CH:5][N:6]=1. Procedure details: Similar to example 4(a), the reaction is carried out with 66 g 4-(2-methyl-1-imidazolyl)-benzaldehyde (DE-OS No. 33 06 196), 31.7 g nitroethane, 3.2 g β-alanine and 250 ml n-butanol. The reactants are Br, CCCCCCCCCCCC(=O)O, C1CCOC1, C[Si](C)(C)C=[N+]=[N-], CCOCC, [Cl-], ClCCl. The product is CCCCCCCCCCCC(=O)CBr. RXN SMILES: [BrH:23].[C:2]([CH2:3][CH2:4][CH2:5][CH2:6][CH2:7][CH2:8][CH2:9][CH2:10][CH2:11][CH2:12][CH3:13])(=[O:14])[OH:15].[CH2:24]1[O:25][CH2:26][CH2:27][CH2:28]1.[CH3:16][Si:17]([CH:18]=[N+:19]=[N-:20])([CH3:21])[CH3:22].[CH3:32][CH2:33][O:34][CH2:35][CH3:36].[Cl-:1].[Cl:29][CH2:30][Cl:31]>>[C:2]([CH2:3][CH2:4][CH2:5][CH2:6][CH2:7][CH2:8][CH2:9][CH2:10][CH2:11][CH2:12][CH3:13])(=[O:15])[CH2:16][Br:23]. Starting materials: NC=1C(=C(OCC2CN(CCC2)C(=O)OCC2=CC=CC=C2)C=CC1)C#N (benzyl 3-((3-amino-2-cyanophenoxy)methyl)piperidine-1-carboxylate), O=C(CC(=O)OCC)C (ethyl 3-oxobutanoate). The product is NC1=C(C(=NC2=CC=CC(=C12)OCC1CNCCC1)C)C(=O)OCC (ethyl 4-amino-2-methyl-5-(piperidin-3-ylmethoxy)quinoline-3-carboxylate). Reaction SMILES: [NH2:1][C:2]1[C:3]([C:26]#[N:27])=[C:4]([CH:23]=[CH:24][CH:25]=1)[O:5][CH2:6][CH:7]1[CH2:12][CH2:11][CH2:10][N:9](C(OCC2C=CC=CC=2)=O)[CH2:8]1.O=[C:29]([CH3:36])[CH2:30][C:31]([O:33][CH2:34][CH3:35])=[O:32]>>[NH2:27][C:26]1[C:3]2[C:2](=[CH:25][CH:24]=[CH:23][C:4]=2[O:5][CH2:6][CH:7]2[CH2:12][CH2:11][CH2:10][NH:9][CH2:8]2)[N:1]=[C:29]([CH3:36])[C:30]=1[C:31]([O:33][CH2:34][CH3:35])=[O:32]. Procedure: Prepared as in Example 2a from benzyl 3-((3-amino-2-cyanophenoxy)methyl)piperidine-1-carboxylate (Example 110c) and ethyl 3-oxobutanoate as a yellow oil (21%). MS 344 (MH+). RXN SMILES: [Cl:1][C:2]1[CH:7]=[CH:6][C:5]([C:8]([F:11])([F:10])[F:9])=[CH:4][N:3]=1.[CH2:12]([NH:19][CH2:20][CH2:21][NH2:22])[C:13]1C=CC=CC=1.[OH2:23]>>[ClH:1].[F:9][C:8]([F:11])([F:10])[C:5]1[CH:6]=[CH:7][C:2]([N:22]2[CH2:21][CH2:20][NH:19][CH2:12][C:13]2=[O:23])=[N:3][CH:4]=1 |f:3.4|. The reactants are ClC1=NC=C(C=C1)C(F)(F)F (2-chloro-5-(trifluoromethyl)pyridine), C(C1=CC=CC=C1)NCCN (N-benzylethylenediamine), O (water). Yields the product Cl.FC(C=1C=CC(=NC1)N1C(CNCC1)=O)(F)F (1-(5-trifluoromethylpyridin-2-yl)piperazin-2-one hydrochloride). Procedure details: 10 g of 2-chloro-5-(trifluoromethyl)pyridine and 40.5 ml of N-benzylethylenediamine are heated at 135° C. for 6 hours in a round-bottomed flask. The resulting mixture is poured into water and extracted with ethyl acetate. The extracts are dried and evaporated under vacuum; the crude product thus obtained is purified by flash chromatography. The isolated product (compound of formula (VIII)), 14 g, is dissolved in 200 ml of 2N HCl solution. 30 g of trimeric glyoxal dihydrate are added and the mixt... Run at time 72 hour. Reactants: FC=1C(=CC=2N(C(C(=C(N2)N2CC(CCC2)O)/C=C/C(=O)OC(C)(C)C)=O)C1)CCC=1SC=C(N1)C(C)C (tert-butyl (E )-3-{7-fluoro-2-(3-hydroxypiperidino)-8-[2-(4-isopropyl-1,3-thiazol-2-yl)ethyl]-4-oxo-4H-pyrido[1,2-a]pyrimidin-3-yl}-2-propenoate), FC=1C(=CC=2N(C(C(=C(N2)N2CC(CCC2)O)/C=C/C(=O)OC(C)(C)C)=O)C1)CCC=1SC=C(N1)C(C)C (tert-Butyl (E)-3-{7-fluoro-2-(3-hydroxypiperidino)-8-[2-(4-isopropyl-1,3-thiazol-2-yl)ethyl]-4-oxo-4H-pyrido[1,2-a]pyrimidin-3-yl}-2-propenoate). Run in Cl.O1CCOCC1 (hydrochloric acid dioxane). Conditions: time 2 hour. The product is FC=1C(=CC=2N(C(C(=C(N2)N2CC(CCC2)O)/C=C/C(=O)O)=O)C1)CCC=1SC=C(N1)C(C)C ((E)-3-{7-Fluoro-2-(3-hydroxypiperidino)-8-[2-(4-isopropyl-1,3-thiazol-2-yl)ethyl]-4-oxo-4H-pyrido[1,2-a]pyrimidin-3-yl}-2-propenoic acid). Isolated yield 91.1%. Reaction SMILES: [F:1][C:2]1[C:3]([CH2:29][CH2:30][C:31]2[S:32][CH:33]=[C:34]([CH:36]([CH3:38])[CH3:37])[N:35]=2)=[CH:4][C:5]2[N:6]([CH:28]=1)[C:7](=[O:27])[C:8](/[CH:18]=[CH:19]/[C:20]([O:22]C(C)(C)C)=[O:21])=[C:9]([N:11]1[CH2:16][CH2:15][CH2:14][CH:13]([OH:17])[CH2:12]1)[N:10]=2>Cl.O1CCOCC1>[F:1][C:2]1[C:3]([CH2:29][CH2:30][C:31]2[S:32][CH:33]=[C:34]([CH:36]([CH3:38])[CH3:37])[N:35]=2)=[CH:4][C:5]2[N:6]([CH:28]=1)[C:7](=[O:27])[C:8](/[CH:18]=[CH:19]/[C:20]([OH:22])=[O:21])=[C:9]([N:11]1[CH2:16][CH2:15][CH2:14][CH:13]([OH:17])[CH2:12]1)[N:10]=2 |f:1.2|. Procedure: The tert-butyl (E )-3-{7-fluoro-2-(3-hydroxypiperidino)-8-[2-(4-isopropyl-1,3-thiazol-2-yl)ethyl]-4-oxo-4H-pyrido[1,2-a]pyrimidin-3-yl}-2-propenoate (43.6 mg, 0.0803 mmol) obtained in (M) was dissolved in 4 N hydrochloric acid/dioxane (3 ml) and stirred at room temperature for 2 hours. The reaction mixture was concentrated and the resulting residue was purified by preparative TLC (chloroform:methanol=10:1) to obtain the title compound (35.6 mg, 91%) as lyophilized product. The reactants are CCOC(=O)c1cnc(N)c2c(COc3cccc(-c4nnn(Cc5ccc(OC)cc5)n4)c3)csc12, CS(C)=O, NCCO. Yields the product COc1ccc(Cn2nnc(-c3cccc(OCc4csc5c(C(=O)NCCO)cnc(N)c45)c3)n2)cc1. RXN SMILES: [CH2:1]([O:2][C:4](=[O:5])[c:6]1[c:7]2[c:8]([c:9]([NH2:12])[n:10][cH:11]1)[c:13]([CH2:16][O:17][c:18]1[cH:19][c:20](-[c:24]3[n:25][n:26][n:27]([CH2:29][c:30]4[cH:31][cH:32][c:33]([O:36][CH3:37])[cH:34][cH:35]4)[n:28]3)[cH:21][cH:22][cH:23]1)[cH:14][s:15]2)[CH3:3].[CH3:42][S:43]([CH3:44])=[O:45].[NH2:38][CH2:39][CH2:40][OH:41]>>[C:4](=[O:5])([c:6]1[c:7]2[c:8]([c:9]([NH2:12])[n:10][cH:11]1)[c:13]([CH2:16][O:17][c:18]1[cH:19][c:20](-[c:24]3[n:25][n:26][n:27]([CH2:29][c:30]4[cH:31][cH:32][c:33]([O:36][CH3:37])[cH:34][cH:35]4)[n:28]3)[cH:21][cH:22][cH:23]1)[cH:14][s:15]2)[NH:38][CH2:39][CH2:40][OH:41]. Starting materials: O (water), C([O-])([O-])=O.[K+].[K+] (Potassium carbonate), ON1C(C=2C(C1=O)=CC=CC2)=O (N-hydroxyphthalimide), BrCC(=O)N (2-bromoacetamide). The solvent is CN(C)C=O (DMF). Reaction conditions: temperature 0 celsius, time 10 minute. Product: O=C1N(C(C2=CC=CC=C12)=O)OCC(=O)N (2-[(1,3-dioxo-1,3-dihydro-2H-isoindol-2-yl)oxy]acetamide). Yield: 49.4%. Reaction SMILES: C(=O)([O-])[O-].[K+].[K+].[OH:7][N:8]1[C:12](=[O:13])[C:11]2=[CH:14][CH:15]=[CH:16][CH:17]=[C:10]2[C:9]1=[O:18].Br[CH2:20][C:21]([NH2:23])=[O:22].O>CN(C=O)C>[O:13]=[C:12]1[C:11]2[C:10](=[CH:17][CH:16]=[CH:15][CH:14]=2)[C:9](=[O:18])[N:8]1[O:7][CH2:20][C:21]([NH2:23])=[O:22] |f:0.1.2|. Procedure: Potassium carbonate (2.67 g, 19.31 mmol) was added to a solution of N-hydroxyphthalimide (3.0 g, 18.39 mmol) in anhydrous DMF (37 mL) at 0° C. The reaction mixture was stirred at 0° C. for 10 min and then at room temperature for 1 h. The reaction mixture was cooled to 0° C. and 2-bromoacetamide (2.79 g, 20.23 mmol) was added. The reaction mixture was stirred at 0° C. for 10 min and then at room temperature overnight. The reaction mixture was poured into rapidly stirring water and the precipitate...